This data is from the Open Reaction Database (ORD), a public repository of structured organic reaction records. The task is: describe an organic reaction: reactants, conditions, products, and yield Starting materials: COC1=C(C=CC=C1)C=CSC (1-methoxy-2-(2-methylsulphanyl-vinyl)-benzene), O=P(Cl)(Cl)Cl (POCl3), C(C)OCC (diethylether), [OH-].[Na+] (NaOH). Reaction SMILES: [CH3:1][O:2][C:3]1[CH:8]=[CH:7][CH:6]=[CH:5][C:4]=1[CH:9]=[CH:10][S:11][CH3:12].O=P(Cl)(Cl)Cl.[CH2:18]([O:20]CC)C.[OH-].[Na+]>CN(C)C=O.O>[CH3:1][O:2][C:3]1[CH:8]=[CH:7][CH:6]=[CH:5][C:4]=1[C:9](=[CH:10][S:11][CH3:12])[CH:18]=[O:20] |f:3.4|. Yields the product COC1=C(C=CC=C1)C(C=O)=CSC (2-(2-methoxyphenyl)-3-methylsulphanyl-propenal). Solvent: CN(C=O)C (dimethylformamide), O (water). Procedure details: A solution of 5.5 g of 1-methoxy-2-(2-methylsulphanyl-vinyl)-benzene in 15 ml of dimethylformamide is heated to 80° C. with 4.7 g of POCl3 for 2 hours with stirring. After cooling diethylether and water are carefully added and the mixture obtained is adjusted to pH 9 with aqueous NaOH solution (10%). The organic phase is separated off and after drying the solvent is eliminated in vacuo. Chromatography on silica gel (cyclohexane:ethyl acetate 70:30) yields 2.5 g of 2-(2-methoxyphenyl)-3-methylsul... Starting materials: FC1=CC2=C(C(=NO2)CCCN2CCC(CC2)=O)C=C1 (1-[3-(6-fluoro-1,2-benzisoxazol-3-yl)propyl]-4-piperidone), [BH4-].[Na+] (sodium borohydride). Run in C(C)(C)O (isopropanol). Product: FC1=CC2=C(C(=NO2)CCCN2CCC(CC2)O)C=C1 (1-[3-(6-Fluoro-1,2-benzisoxazol-3-yl)propyl]-4-hydroxypiperidine). Isolated yield 89.3%. As a reaction SMILES: [F:1][C:2]1[CH:20]=[CH:19][C:5]2[C:6]([CH2:9][CH2:10][CH2:11][N:12]3[CH2:17][CH2:16][C:15](=[O:18])[CH2:14][CH2:13]3)=[N:7][O:8][C:4]=2[CH:3]=1.[BH4-].[Na+]>C(O)(C)C>[F:1][C:2]1[CH:20]=[CH:19][C:5]2[C:6]([CH2:9][CH2:10][CH2:11][N:12]3[CH2:13][CH2:14][CH:15]([OH:18])[CH2:16][CH2:17]3)=[N:7][O:8][C:4]=2[CH:3]=1 |f:1.2|. Procedure details: A solution of 5 g of 1-[3-(6-fluoro-1,2-benzisoxazol-3-yl)propyl]-4-piperidone and 1.4 g of sodium borohydride in 50 ml of isopropanol was stirred at ambient temperature for twenty hrs. The reaction mixture was quenched with methanol and concentrated. The residue was stirred with water and extracted with ether. The organic extracts were washed with water (2x), saturated sodium chloride solution, dried over anhydrous magnesium sulfate, filtered and concentrated to give 4.5 g (90%) of product. Rec... The reactants are BrCc1ccccc1, CCO, O=C1Nc2cccnc2N(C(=O)CCN2CCNCC2)c2ccccc21, [Na+], [Na+], O=C([O-])[O-], Cc1ccccc1C. The product is O=C1Nc2cccnc2N(C(=O)CCN2CCN(Cc3ccccc3)CC2)c2ccccc21. As a reaction SMILES: [CH2:33]([c:34]1[cH:35][cH:36][cH:37][cH:38][cH:39]1)[Br:40].[CH3:49][CH2:50][OH:51].[N:1]1([CH2:7][CH2:8][C:9](=[O:10])[N:11]2[c:12]3[c:13]([cH:23][cH:24][cH:25][n:26]3)[NH:14][C:15](=[O:22])[c:16]3[c:17]2[cH:18][cH:19][cH:20][cH:21]3)[CH2:2][CH2:3][NH:4][CH2:5][CH2:6]1.[Na+:27].[Na+:28].[O-:29][C:30](=[O:31])[O-:32].[c:41]1([CH3:42])[c:43]([CH3:44])[cH:45][cH:46][cH:47][cH:48]1>>[N:1]1([CH2:7][CH2:8][C:9](=[O:10])[N:11]2[c:12]3[c:13]([cH:23][cH:24][cH:25][n:26]3)[NH:14][C:15](=[O:22])[c:16]3[c:17]2[cH:18][cH:19][cH:20][cH:21]3)[CH2:2][CH2:3][N:4]([CH2:33][c:34]2[cH:35][cH:36][cH:37][cH:38][cH:39]2)[CH2:5][CH2:6]1. Run at temperature 150 celsius, time 8 hour. The reactants are FC=1C=C(OC(C2=NC(=CC=C2)OC2=CC(=CC=C2)F)OC2=CC(=CC=C2)F)C=CC1 (2-[bis-(3-fluorophenoxy)methyl]-6-(3-fluorophenoxy)pyridine), C(C)(=O)O (acetic acid). The product is FC=1C=C(OC2=CC=CC(=N2)C=O)C=CC1 (6-(3-Fluorophenoxy)picolinaldehyde). As a reaction SMILES: FC1C=C(C=CC=1)[O:5][CH:6](OC1C=CC=C(F)C=1)[C:7]1[CH:12]=[CH:11][CH:10]=[C:9]([O:13][C:14]2[CH:19]=[CH:18][CH:17]=[C:16]([F:20])[CH:15]=2)[N:8]=1.C(O)(=O)C>O>[F:20][C:16]1[CH:15]=[C:14]([CH:19]=[CH:18][CH:17]=1)[O:13][C:9]1[N:8]=[C:7]([CH:6]=[O:5])[CH:12]=[CH:11][CH:10]=1. Procedure: A solution of 2.5 g (0.0059 m) of 2-[bis-(3-fluorophenoxy)methyl]-6-(3-fluorophenoxy)pyridine and 20 ml of 80 percent acetic acid was heated, with stirring, at 150° C. overnight. The reaction mixture was cooled, diluted with water and extracted with methylene chloride. The extract was washed with water and concentrated under reduced pressure. The desired 6-(3-fluorophenoxy)picolinaldehyde which melted at 42°-43° C. Run in O (water). The reactants are Cl.C(C)(C)(C)ON (O-tert-butylhydroxylamine hydrochloride), Cl.CN(CCCN=C=NCC)C (1-(3-dimethylaminopropyl)-3-ethylcarbodiimide hydrochloride), N,N-dimethylaminopyridine, CN1CCOCC1 (N-methylmorpholine), ClC1=CC=C(C(=O)C2CCN(CC2)S(=O)(=O)N2[C@H](CCCC2)C(=O)O)C=C1 (1-[4-(4-chlorobenzoyl)piperidine-1-sulfonyl]piperidine-2-(R)-carboxylic acid), [Cl-] (chloride), C1CCN[C@H](C1)C(=O)O (D-pipecolinic acid), 4-(4-chlorophenoxy)piperidinesulfamoyl chloride. The solvent is C(C)(=O)OCC (ethyl acetate), C(Cl)Cl (methylene chloride). Reaction conditions: time 8 hour. Product: C(C)(C)(C)ONC(=O)[C@@H]1N(CCCC1)S(=O)(=O)N1CCC(CC1)C(C1=CC=C(C=C1)Cl)=O (N-tert-butoxy-1-[4-(4-chlorobenzoyl)piperidine-1-sulfonyl]piperidine-2-(R)-carboxamide). The yield is 65.0%. Reaction SMILES: Cl.[C:2]([O:6][NH2:7])([CH3:5])([CH3:4])[CH3:3].Cl.CN(C)CCCN=C=NCC.CN1CCOCC1.[Cl:27][C:28]1[CH:53]=[CH:52][C:31]([C:32]([CH:34]2[CH2:39][CH2:38][N:37]([S:40]([N:43]3[CH2:48][CH2:47][CH2:46][CH2:45][C@@H:44]3[C:49](O)=[O:50])(=[O:42])=[O:41])[CH2:36][CH2:35]2)=[O:33])=[CH:30][CH:29]=1.C1C[C@H](C(O)=O)NCC1.[Cl-]>C(Cl)Cl.C(OCC)(=O)C>[C:2]([O:6][NH:7][C:49]([C@H:44]1[CH2:45][CH2:46][CH2:47][CH2:48][N:43]1[S:40]([N:37]1[CH2:36][CH2:35][CH:34]([C:32](=[O:33])[C:31]2[CH:30]=[CH:29][C:28]([Cl:27])=[CH:53][CH:52]=2)[CH2:39][CH2:38]1)(=[O:42])=[O:41])=[O:50])([CH3:5])([CH3:4])[CH3:3] |f:0.1,2.3|. Reported procedure: O-tert-butylhydroxylamine hydrochloride (127 mg, 1.01 mmol), 1-(3-dimethylaminopropyl)-3-ethylcarbodiimide hydrochloride (129 mg, 0.67 mmol), N,N-dimethylaminopyridine (41 mg, 0.34 mmol), and N-methylmorpholine (0.15 ml, 1.3 mmol) were added to a solution of 1-[4-(4-chlorobenzoyl)piperidine-1-sulfonyl]piperidine-2-(R)-carboxylic acid (140 mg, 0.34 mmol), [prepared by proceeding as described in Example 9, but replacing D-valine and 4-(4-chlorophenoxy)piperidinesulfamoyl chloride with D-pipecolini...